Dataset: the Open Reaction Database (ORD), a public repository of structured organic reaction records. Task: describe an organic reaction: reactants, conditions, products, and yield Reactants: [Si](C)(C)(C(C)(C)C)OCC=1SC=C(N1)C1=CC=C(C=C1)C(F)(F)F (2-((tert-butyldimethylsilyloxy)methyl)-4-(4-(trifluoromethyl)phenyl)thiazole), BrBr (bromine), S(=S)(=O)([O-])[O-].[Na+].[Na+] (sodium thiosulfate). The solvent is C(C)(=O)OCC (ethyl acetate). Reaction conditions: time 12 hour. The product is crude product, BrC1=C(N=C(S1)CO[Si](C)(C)C(C)(C)C)C1=CC=C(C=C1)C(F)(F)F (5-bromo-2-((tert-butyldimethylsilyloxy)methyl)-4-(4-(trifluoromethyl)phenyl)thiazole). As a reaction SMILES: [Si:1]([O:8][CH2:9][C:10]1[S:11][CH:12]=[C:13]([C:15]2[CH:20]=[CH:19][C:18]([C:21]([F:24])([F:23])[F:22])=[CH:17][CH:16]=2)[N:14]=1)([C:4]([CH3:7])([CH3:6])[CH3:5])([CH3:3])[CH3:2].[Br:25]Br.S([O-])([O-])(=O)=S.[Na+].[Na+]>C(OCC)(=O)C>[Br:25][C:12]1[S:11][C:10]([CH2:9][O:8][Si:1]([C:4]([CH3:7])([CH3:5])[CH3:6])([CH3:3])[CH3:2])=[N:14][C:13]=1[C:15]1[CH:16]=[CH:17][C:18]([C:21]([F:22])([F:23])[F:24])=[CH:19][CH:20]=1 |f:2.3.4|. Reported procedure: To a solution of 2-((tert-butyldimethylsilyloxy)methyl)-4-(4-(trifluoromethyl)phenyl)thiazole (500 mg) in ethyl acetate (10 mL) was added bromine (428 mg), and the mixture was stirred at room temperature 12 hr, and further at 60° C. for 2 hr. To the reaction mixture was added aqueous sodium thiosulfate solution, and the reaction mixture was extracted with ethyl acetate. The extract was washed with saturated brine, and dried over anhydrous sodium sulfate. The solvent was evaporated under reduced ... The reactants are O=C([O-])[O-], OCc1ccc(OCc2ccccc2)cc1O, O=C(CI)c1ccc(OCc2ccccc2)cc1, CC(C)=O, [K+], [K+]. The product is O=C(COc1cc(OCc2ccccc2)ccc1CO)c1ccc(OCc2ccccc2)cc1. RXN SMILES: [C:1](=[O:2])([O-:3])[O-:4].[CH2:25]([c:26]1[cH:27][cH:28][cH:29][cH:30][cH:31]1)[O:32][c:33]1[cH:34][c:35]([OH:41])[c:36]([CH2:37][OH:38])[cH:39][cH:40]1.[CH2:7]([c:8]1[cH:9][cH:10][cH:11][cH:12][cH:13]1)[O:14][c:15]1[cH:16][cH:17][c:18]([C:21]([CH2:22][I:23])=[O:24])[cH:19][cH:20]1.[CH3:42][C:43](=[O:44])[CH3:45].[K+:5].[K+:6]>>[CH2:7]([c:8]1[cH:9][cH:10][cH:11][cH:12][cH:13]1)[O:14][c:15]1[cH:16][cH:17][c:18]([C:21]([CH2:22][O:41][c:35]2[cH:34][c:33]([O:32][CH2:25][c:26]3[cH:27][cH:28][cH:29][cH:30][cH:31]3)[cH:40][cH:39][c:36]2[CH2:37][OH:38])=[O:24])[cH:19][cH:20]1. The reactants are N1(C=NC=C1)C1=CC=C(OCCN(CC(COC2=CC=C(C=C2)CCOC)O)CC2=CC=CC=C2)C=C1 (1-[[2-[4-(1H-imidazol-1-yl)phenoxy]ethyl](phenylmethyl)amino]-3-[4-(2-methoxyethyl)phenoxy]-2-propanol). The solvent is Cl (HCl). Yields the product N1(C=NC=C1)C1=CC=C(OCCNCC(COC2=CC=C(C=C2)CCOC)O)C=C1 (1-[[2-[4-(1H-Imidazol-1-yl)phenoxy]ethyl]amino]-3-[4-(2-methoxyethyl)phenoxy]-2-propanol). Reaction SMILES: [N:1]1([C:6]2[CH:37]=[CH:36][C:9]([O:10][CH2:11][CH2:12][N:13](CC3C=CC=CC=3)[CH2:14][CH:15]([OH:28])[CH2:16][O:17][C:18]3[CH:23]=[CH:22][C:21]([CH2:24][CH2:25][O:26][CH3:27])=[CH:20][CH:19]=3)=[CH:8][CH:7]=2)[CH:5]=[CH:4][N:3]=[CH:2]1>Cl>[N:1]1([C:6]2[CH:7]=[CH:8][C:9]([O:10][CH2:11][CH2:12][NH:13][CH2:14][CH:15]([OH:28])[CH2:16][O:17][C:18]3[CH:23]=[CH:22][C:21]([CH2:24][CH2:25][O:26][CH3:27])=[CH:20][CH:19]=3)=[CH:36][CH:37]=2)[CH:5]=[CH:4][N:3]=[CH:2]1. Procedure: Dissolve 6.36 g (.013 mol) 1-[[2-[4-(1H-imidazol-1-yl)phenoxy]ethyl](phenylmethyl)amino]-3-[4-(2-methoxyethyl)phenoxy]-2-propanol in 50 mL 5 M methanolic HCl and remove the solvents in vacuo. Dissolve the residue in glacial acetic acid with 0.86 g10% palladium hydroxide on carbon. The reaction mixture is hydrogenated under 52 psi H2 on a Parr Hydrogenator. Follow the progress of the reaction by thin-layer chromatography on silica gel (acetonitrile:ammonia,9:1). At the completion of the reaction,... Reactants: CI, [Na+], C1CCOC1, [OH-], O, Oc1ccc(-n2nnnc2S)cc1. Product: CSc1nnnn1-c1ccc(O)cc1. Reaction SMILES: [CH3:3][I:4].[Na+:2].[O:19]1[CH2:20][CH2:21][CH2:22][CH2:23]1.[OH-:1].[OH2:18].[OH:5][c:6]1[cH:7][cH:8][c:9](-[n:12]2[n:13][n:14][n:15][c:16]2[SH:17])[cH:10][cH:11]1>>[CH3:3][S:17][c:16]1[n:12](-[c:9]2[cH:8][cH:7][c:6]([OH:5])[cH:11][cH:10]2)[n:13][n:14][n:15]1. The reactants are Cc1ccccc1, CCOC(C)=O, CCOC1OC(=O)C=C1N=[N+]=[N-], c1ccc(P(c2ccccc2)c2ccccc2)cc1. Product: CCOC1OC(=O)C=C1N=P(c1ccccc1)(c1ccccc1)c1ccccc1. Reaction SMILES: [CH3:32][c:33]1[cH:34][cH:35][cH:36][cH:37][cH:38]1.[CH3:39][CH2:40][O:41][C:42](=[O:43])[CH3:44].[N:1](=[N+:2]=[N-:3])[C:4]1=[CH:5][C:6](=[O:12])[O:7][CH:8]1[O:9][CH2:10][CH3:11].[c:13]1([P:19]([c:20]2[cH:21][cH:22][cH:23][cH:24][cH:25]2)[c:26]2[cH:27][cH:28][cH:29][cH:30][cH:31]2)[cH:14][cH:15][cH:16][cH:17][cH:18]1>>[N:1]([C:4]1=[CH:5][C:6](=[O:12])[O:7][CH:8]1[O:9][CH2:10][CH3:11])=[P:19]([c:13]1[cH:14][cH:15][cH:16][cH:17][cH:18]1)([c:20]1[cH:21][cH:22][cH:23][cH:24][cH:25]1)[c:26]1[cH:27][cH:28][cH:29][cH:30][cH:31]1. Reactants: C(C)(C)(C)OC(NC1=C(C=C(C(=C1)C(F)(F)F)Cl)NC(CC(C1=CC(=CC=C1)C1=NC=CN=C1)=O)=O)=O ({4-chloro-2-[3-oxo-3-(3-pyrazin-2-yl-phenyl)-propionylamino]-5-trifluoromethyl-phenyl}-carbamic acid tert-butyl ester), C(=O)(C(F)(F)F)O (TFA). The solvent is C(Cl)Cl (CH2Cl2). Product: ClC=1C(=CC2=C(NC(CC(=N2)C2=CC(=CC=C2)C2=NC=CN=C2)=O)C1)C(F)(F)F (8-Chloro-4-(3-pyrazin-2-yl-phenyl)-7-trifluoromethyl-1,3-dihydro-benzo[b][1,4]diazepin-2-one), solid. The yield is 23.0%. As a reaction SMILES: C(OC(=O)[NH:7][C:8]1[CH:13]=[C:12]([C:14]([F:17])([F:16])[F:15])[C:11]([Cl:18])=[CH:10][C:9]=1[NH:19][C:20](=[O:36])[CH2:21][C:22](=O)[C:23]1[CH:28]=[CH:27][CH:26]=[C:25]([C:29]2[CH:34]=[N:33][CH:32]=[CH:31][N:30]=2)[CH:24]=1)(C)(C)C.C(O)(C(F)(F)F)=O>C(Cl)Cl>[Cl:18][C:11]1[C:12]([C:14]([F:17])([F:16])[F:15])=[CH:13][C:8]2[N:7]=[C:22]([C:23]3[CH:28]=[CH:27][CH:26]=[C:25]([C:29]4[CH:34]=[N:33][CH:32]=[CH:31][N:30]=4)[CH:24]=3)[CH2:21][C:20](=[O:36])[NH:19][C:9]=2[CH:10]=1. Procedure: The title compound was prepared from {4-chloro-2-[3-oxo-3-(3-pyrazin-2-yl-phenyl)-propionylamino]-5-trifluoromethyl-phenyl}-carbamic acid tert-butyl ester (Example M101) (0.28 g, 0.52 mmol) by treatment with TFA in CH2Cl2 according to the general procedure N. Obtained as a light brown solid (50 mg, 23%). Reactants: COC(C1=CC(=CC=C1)SC1=C(NC2=CC(=CC=C12)Cl)C)=O (3-(6-chloro-2-methyl-1H-indol-3-ylsulfanyl)-benzoic acid methyl ester), BrC=1C=CC(=NC1)OCC (5-bromo-2-ethoxypyridine). The product is COC(C1=CC(=CC=C1)SC1=C(N(C2=CC(=CC=C12)Cl)C=1C=NC(=CC1)OCC)C)=O (3-[6-Chloro-1-(6-ethoxy-pyridin-3-yl)-2-methyl-1H-indol-3-ylsulfanyl]-benzoic acid methyl ester). As a reaction SMILES: [CH3:1][O:2][C:3](=[O:22])[C:4]1[CH:9]=[CH:8][CH:7]=[C:6]([S:10][C:11]2[C:19]3[C:14](=[CH:15][C:16]([Cl:20])=[CH:17][CH:18]=3)[NH:13][C:12]=2[CH3:21])[CH:5]=1.Br[C:24]1[CH:25]=[CH:26][C:27]([O:30][CH2:31][CH3:32])=[N:28][CH:29]=1>>[CH3:1][O:2][C:3](=[O:22])[C:4]1[CH:9]=[CH:8][CH:7]=[C:6]([S:10][C:11]2[C:19]3[C:14](=[CH:15][C:16]([Cl:20])=[CH:17][CH:18]=3)[N:13]([C:24]3[CH:29]=[N:28][C:27]([O:30][CH2:31][CH3:32])=[CH:26][CH:25]=3)[C:12]=2[CH3:21])[CH:5]=1. Procedure details: Prepared according to the procedure described in Example 27, Step 1, using the following starting materials: 3-(6-chloro-2-methyl-1H-indol-3-ylsulfanyl)-benzoic acid methyl ester and 5-bromo-2-ethoxypyridine. Starting materials: C(C1=CC=CC=C1)OC1=C(C=CC=C1C=O)C1=CC=CC=C1 (2-(Benzyloxy)biphenyl-3-carbaldehyde), COC=1C(=CC=CC1)N (o-anisidine), O (H2O). Solvent: C1(=CC=CC=C1)C (toluene). Product: CC1=C(C=CC=C1)C(O)C1=CC=CC=C1 ((2-Methylphenyl)(phenyl)methanol). Reaction SMILES: C(O[C:9]1[C:14]([CH:15]=O)=[CH:13][CH:12]=[CH:11][C:10]=1[C:17]1[CH:22]=[CH:21][CH:20]=[CH:19][CH:18]=1)C1C=CC=CC=1.[CH3:23]OC1C(N)=CC=CC=1.[OH2:32]>C1(C)C=CC=CC=1>[CH3:15][C:14]1[CH:13]=[CH:12][CH:11]=[CH:23][C:9]=1[CH:10]([C:17]1[CH:18]=[CH:19][CH:20]=[CH:21][CH:22]=1)[OH:32]. Procedure details: A solution of 15 (1.44 g, 5 mmol, 1.0 equiv) and o-anisidine (16) (0.62 g, 0.56 mL, 5 mmol, 1.0 equiv) in toluene (15 mL) was refluxed overnight with H2O removal (Dean-Stark trap). The mixture was cooled to room temperature and concentrated under reduced pressure to give crude 5 as a yellow oil that was used without purification.